This data is from the Open Reaction Database (ORD), a public repository of structured organic reaction records. The task is: describe an organic reaction: reactants, conditions, products, and yield Reactants: COC(=O)Cc1ccc(C(=O)c2ccc(OC)cc2)n1C, CCO, [Na+], [OH-], O. Yields the product COc1ccc(C(=O)c2ccc(CC(=O)O)n2C)cc1. Reaction SMILES: [C:1]([c:2]1[cH:3][cH:4][c:5]([O:8][CH3:9])[cH:6][cH:7]1)(=[O:10])[c:11]1[cH:12][cH:13][c:14]([CH2:17][C:18](=[O:19])[O:20][CH3:21])[n:15]1[CH3:16].[CH3:24][CH2:25][OH:26].[Na+:23].[OH-:22].[OH2:27]>>[C:1]([c:2]1[cH:3][cH:4][c:5]([O:8][CH3:9])[cH:6][cH:7]1)(=[O:10])[c:11]1[cH:12][cH:13][c:14]([CH2:17][C:18](=[O:19])[OH:20])[n:15]1[CH3:16]. Starting materials: CC(C)(C)[Si](Cl)(c1ccccc1)c1ccccc1, CN(C)C=O, OC1CCC=CCC1, c1c[nH]cn1. Yields the product CC(C)(C)[Si](OC1CCC=CCC1)(c1ccccc1)c1ccccc1. As a reaction SMILES: [C:14]([CH3:15])([CH3:16])([CH3:17])[Si:18]([c:19]1[cH:20][cH:21][cH:22][cH:23][cH:24]1)([c:25]1[cH:26][cH:27][cH:28][cH:29][cH:30]1)[Cl:31].[CH3:32][N:33]([CH3:34])[CH:35]=[O:36].[CH:1]1([OH:8])[CH2:2][CH2:3][CH:4]=[CH:5][CH2:6][CH2:7]1.[nH:9]1[cH:10][cH:11][n:12][cH:13]1>>[CH:1]1([O:8][Si:18]([C:14]([CH3:15])([CH3:16])[CH3:17])([c:19]2[cH:20][cH:21][cH:22][cH:23][cH:24]2)[c:25]2[cH:26][cH:27][cH:28][cH:29][cH:30]2)[CH2:2][CH2:3][CH:4]=[CH:5][CH2:6][CH2:7]1. Reactants: C1(CC1)C=1N=CC(=NC1)O[C@@H]1C[C@H](N(C1)C(=O)OC(C)(C)C)CNCC(=O)OC ((2S,4R)-tert-butyl 4-(5-cyclopropylpyrazin-2-yloxy)-2-((2-methoxy-2-oxoethylamino)methyl)pyrrolidine-1-carboxylate), Cl (hydrochloric acid). The solvent is ClCCl (dichloromethane), O1CCOCC1 (1,4-dioxane). Reaction conditions: time 30 minute. The product is Cl.C1(CC1)C=1N=CC(=NC1)O[C@@H]1C[C@H](NC1)CNCC(=O)OC (methyl 2-((((2S,4R)-4-((5-cyclopropylpyrazin-2-yl)oxy)pyrrolidin-2-yl)-methyl)amino)acetate hydrochloride). As a reaction SMILES: [CH:1]1([C:4]2[N:5]=[CH:6][C:7]([O:10][C@H:11]3[CH2:15][N:14](C(OC(C)(C)C)=O)[C@H:13]([CH2:23][NH:24][CH2:25][C:26]([O:28][CH3:29])=[O:27])[CH2:12]3)=[N:8][CH:9]=2)[CH2:3][CH2:2]1.[ClH:30]>ClCCl.O1CCOCC1>[ClH:30].[CH:1]1([C:4]2[N:5]=[CH:6][C:7]([O:10][C@H:11]3[CH2:15][NH:14][C@H:13]([CH2:23][NH:24][CH2:25][C:26]([O:28][CH3:29])=[O:27])[CH2:12]3)=[N:8][CH:9]=2)[CH2:2][CH2:3]1 |f:4.5|. Reported procedure: A solution of the product from Example 174E (1.10 g, 2.71 mmol) in dichloromethane (3 mL) was treated with hydrochloric acid in 1,4-dioxane (4 M, 3 mL). The mixture was stirred for 30 minutes, during which time a solid formed. The volatiles were removed in vacuo to give the title compound. The reactants are O=C([O-])[O-], CS(C)=O, CC(c1cccc2ccccc12)N(CC1CNCCC1c1ccccc1F)C(=O)OC(C)(C)C, COC(=O)c1cc(F)c(F)c(F)c1, [K+], [K+], O. The product is COC(=O)c1cc(F)c(N2CCC(c3ccccc3F)C(CN(C(=O)OC(C)(C)C)C(C)c3cccc4ccccc34)C2)c(F)c1. RXN SMILES: [C:48](=[O:49])([O-:50])[O-:51].[CH3:54][S:55]([CH3:56])=[O:57].[F:1][c:2]1[c:3]([CH:8]2[CH:9]([CH2:14][N:15]([C:16]([O:17][C:18]([CH3:19])([CH3:20])[CH3:21])=[O:22])[CH:23]([CH3:24])[c:25]3[cH:26][cH:27][cH:28][c:29]4[cH:30][cH:31][cH:32][cH:33][c:34]34)[CH2:10][NH:11][CH2:12][CH2:13]2)[cH:4][cH:5][cH:6][cH:7]1.[F:35][c:36]1[cH:37][c:38]([C:39](=[O:40])[O:41][CH3:42])[cH:43][c:44]([F:47])[c:45]1[F:46].[K+:52].[K+:53].[OH2:58]>>[F:1][c:2]1[c:3]([CH:8]2[CH:9]([CH2:14][N:15]([C:16]([O:17][C:18]([CH3:19])([CH3:20])[CH3:21])=[O:22])[CH:23]([CH3:24])[c:25]3[cH:26][cH:27][cH:28][c:29]4[cH:30][cH:31][cH:32][cH:33][c:34]34)[CH2:10][N:11]([c:45]3[c:36]([F:35])[cH:37][c:38]([C:39](=[O:40])[O:41][CH3:42])[cH:43][c:44]3[F:47])[CH2:12][CH2:13]2)[cH:4][cH:5][cH:6][cH:7]1. Starting materials: CCCCCC(=O)Nc1ccc(C(=O)OC)cc1, CCO, NN, O. Product: CCCCCC(=O)Nc1ccc(C(=O)NN)cc1. As a reaction SMILES: [C:1]([CH2:2][CH2:3][CH2:4][CH2:5][CH3:6])(=[O:7])[NH:8][c:9]1[cH:10][cH:11][c:12]([C:13](=[O:14])[O:15][CH3:16])[cH:17][cH:18]1.[CH3:22][CH2:23][OH:24].[NH2:20][NH2:21].[OH2:19]>>[C:1]([CH2:2][CH2:3][CH2:4][CH2:5][CH3:6])(=[O:7])[NH:8][c:9]1[cH:10][cH:11][c:12]([C:13](=[O:14])[NH:20][NH2:21])[cH:17][cH:18]1. Starting materials: [H-].[Na+] (sodium hydride), CC1=CC=C(C=C1)C(C(C)=O)=C (3-(4-Methylphenyl)-3-buten-2-one), [I-].C[S+](C)C (trimethylsulfonium iodide). Solvent: CN(C=O)C (dimethylformamide), CN(C=O)C (dimethylformamide). Conditions: temperature 0 celsius. Product: CC1=CC=C(C=C1)C1(CC1)C(C)=O (1-[1-(4-Methylphenyl)cyclopropyl]ethanone). The yield is 48.6%. Reaction SMILES: [H-].[Na+].[I-].[CH3:4][S+](C)C.[CH3:8][C:9]1[CH:14]=[CH:13][C:12]([C:15](=[CH2:19])[C:16](=[O:18])[CH3:17])=[CH:11][CH:10]=1>CN(C)C=O>[CH3:8][C:9]1[CH:14]=[CH:13][C:12]([C:15]2([C:16](=[O:18])[CH3:17])[CH2:4][CH2:19]2)=[CH:11][CH:10]=1 |f:0.1,2.3|. Procedure details: 507 mg of sodium hydride (55% in paraffin oil) is introduced into 20 ml of dimethylformamide under nitrogen at 0° C., and 1.36 g of trimethylsulfonium iodide is added. After 30 minutes at this temperature, 845 mg of ketone 40 is added in drops to 4 ml of dimethylformamide. It is stirred for 1 more hour at 0° C., then quenched with sodium chloride solution, extracted with ethyl acetate, dried on sodium sulfate and concentrated by evaporation. After chromatography on silica gel with ethyl acetate/...